describe an organic reaction: reactants, conditions, products, and yield From a dataset of the Open Reaction Database (ORD), a public repository of structured organic reaction records. Reactants: unsubstituted piperidine sulfonamide, CN(C=O)C (dimethylformamide), N1=C(C=CC=C1)CN1CCC(CC1)(C(=O)OC)S(=O)(=O)N1CCC(CC1)OC1=CC=C(C=C1)OC(F)(F)F (methyl 1-(2-pyridinylmethyl)-4-[[4-[4-(trifluoromethoxy)phenoxy]-1-piperidinyl]sulfonyl]-4-piperidinecarboxylate), C([O-])([O-])=O.[K+].[K+] (potassium carbonate), Cl.N1=C(C=CC=C1)CCl (2-picolyl chloride hydrochloride). Run at temperature 35 celsius. Yields the product ethyl acetate hexanes, N1=C(C=CC=C1)CNS(=O)(=O)N1CCCCC1 (N-picolyl piperidine sulfonamide). Isolated yield 72.0%. As a reaction SMILES: N1C=CC=CC=1CN1CCC([S:18]([N:21]2[CH2:26][CH2:25][CH:24](OC3C=CC(OC(F)(F)F)=CC=3)[CH2:23][CH2:22]2)(=[O:20])=[O:19])(C(OC)=O)CC1.C(=O)([O-])[O-].[K+].[K+].Cl.[N:46]1[CH:51]=[CH:50][CH:49]=[CH:48][C:47]=1[CH2:52]Cl.C[N:55](C)C=O>>[N:46]1[CH:51]=[CH:50][CH:49]=[CH:48][C:47]=1[CH2:52][NH:55][S:18]([N:21]1[CH2:22][CH2:23][CH2:24][CH2:25][CH2:26]1)(=[O:19])=[O:20] |f:1.2.3,4.5|. Procedure: Part I: Preparation of methyl 1-(2-pyridinylmethyl)-4-[[4-[4-(trifluoromethoxy)phenoxy]-1-piperidinyl]sulfonyl]-4-piperidinecarboxylate. The unsubstituted piperidine sulfonamide from part H (7.9 g, 16.95 mmol) was dissolved in dry dimethylformamide (35 mL) and potassium carbonate (7.05 g, 51.1 mmol) and 2-picolyl chloride hydrochloride (4.21 g, 25.67 mmol) were added. The reaction was stirred at 35° C. for sixteen hr and then concentrated in vacuo. The residue was taken up in ethyl acetate and f... The reactants are O=C([O-])O, CON=CC(=O)[O-], ClP(Cl)Cl, C#CCOc1cc(N)c(F)cc1Cl, [Na+], O, Cc1ccccc1C. Yields the product C#CCOc1cc(NC(=O)C=NOC)c(F)cc1Cl. RXN SMILES: [C:26](=[O:27])([OH:28])[O-:29].[CH3:1][O:2][N:3]=[CH:4][C:5](=[O:6])[O-:7].[Cl:21][P:22]([Cl:23])[Cl:24].[Cl:8][c:9]1[cH:10][c:11]([F:20])[c:12]([NH2:13])[cH:14][c:15]1[O:16][CH2:17][C:18]#[CH:19].[Na+:30].[OH2:25].[c:31]1([CH3:32])[c:33]([CH3:34])[cH:35][cH:36][cH:37][cH:38]1>>[CH3:1][O:2][N:3]=[CH:4][C:5](=[O:7])[NH:13][c:12]1[c:11]([F:20])[cH:10][c:9]([Cl:8])[c:15]([O:16][CH2:17][C:18]#[CH:19])[cH:14]1.